Dataset: the Open Reaction Database (ORD), a public repository of structured organic reaction records. Task: describe an organic reaction: reactants, conditions, products, and yield The reactants are [NH4+].[OH-] (NH4OH), C(C1=CC=CC=C1)=O (benzaldehyde). Solvent: CC(C)O (2-propanol). Conditions: time 43 hour. Yields the product C1=CC=C(C=C1)/C=N/C(/N=C/C2=CC=CC=C2)C3=CC=CC=C3 (hydrobenzamide). The yield is 97.5%. RXN SMILES: [NH4+:1].[OH-].[CH:3](=O)[C:4]1[CH:9]=[CH:8][CH:7]=[CH:6][CH:5]=1>CC(O)C>[CH:7]1[CH:8]=[CH:9][C:4](/[CH:3]=[N:1]/[CH:3]([C:4]2[CH:9]=[CH:8][CH:7]=[CH:6][CH:5]=2)/[N:1]=[CH:3]/[C:4]2[CH:9]=[CH:8][CH:7]=[CH:6][CH:5]=2)=[CH:5][CH:6]=1 |f:0.1|. Procedure: To a 3 L 3-necked flask equipped with a mechanical stirrer and a thermometer was added 1 L of concentrated NH4OH (ca 30%) (14.8 moles). A solution of benzaldehyde (265 g, 2.50 mol) in 500 mL of 2-propanol was added in one portion. The mixture was stirred vigorously at ca 22° C. for 43 hr. The resulting slurry was filtered and the filter cake was washed with water (1 L). After drying in vacuo, 242.4 g of hydrobenzamide was obtained as a white solid (mp 100°-102° C.) for a 97.4% yield. Starting materials: C, CCOC(C)=O, Cn1c(C(F)(F)F)cc(=O)n(-c2cc(Oc3cccnc3OCC(=O)OCc3ccccc3)c(Cl)cc2F)c1=O, [Pd]. The product is Cn1c(C(F)(F)F)cc(=O)n(-c2cc(Oc3cccnc3OCC(=O)O)c(Cl)cc2F)c1=O. Reaction SMILES: [C:41].[CH3:43][CH2:44][O:45][C:46](=[O:47])[CH3:48].[Cl:1][c:2]1[c:3]([O:4][c:5]2[c:6]([O:11][CH2:12][C:13](=[O:14])[O:15][CH2:16][c:17]3[cH:18][cH:19][cH:20][cH:21][cH:22]3)[n:7][cH:8][cH:9][cH:10]2)[cH:23][c:24](-[n:28]2[c:29](=[O:40])[n:30]([CH3:39])[c:31]([C:35]([F:36])([F:37])[F:38])[cH:32][c:33]2=[O:34])[c:25]([F:27])[cH:26]1.[Pd:42]>>[Cl:1][c:2]1[c:3]([O:4][c:5]2[c:6]([O:11][CH2:12][C:13](=[O:14])[OH:15])[n:7][cH:8][cH:9][cH:10]2)[cH:23][c:24](-[n:28]2[c:29](=[O:40])[n:30]([CH3:39])[c:31]([C:35]([F:36])([F:37])[F:38])[cH:32][c:33]2=[O:34])[c:25]([F:27])[cH:26]1. Reactants: Cl (HCl), BrC=1C=C(C(=O)N(C)C2=C(C=CC=C2)OCCCC#N)C=CC1Cl (3-bromo-4-chloro-N-[2-(3-cyano-propoxy)-phenyl]-N-methyl-benzamide), N(=[N+]=[N-])[Sn](CCCC)(CCCC)CCCC (azidotributyltin), C(C)[Al](CC)CC (triethylaluminum). The solvent is C1(=CC=CC=C1)C (toluene). Conditions: temperature 80 celsius. Product: BrC=1C=C(C(=O)N(C2=C(C=CC=C2)OCCCC2=NN=NN2)C)C=CC1Cl (3-bromo-4-chloro-N-methyl-N-{2-[3-(1H-tetrazol-5-yl)-propoxy]-phenyl}-benzamide). Yield: 87.4%. As a reaction SMILES: [Br:1][C:2]1[CH:3]=[C:4]([CH:21]=[CH:22][C:23]=1[Cl:24])[C:5]([N:7]([C:9]1[CH:14]=[CH:13][CH:12]=[CH:11][C:10]=1[O:15][CH2:16][CH2:17][CH2:18][C:19]#[N:20])[CH3:8])=[O:6].[N:25]([Sn](CCCC)(CCCC)CCCC)=[N+:26]=[N-:27].C([Al](CC)CC)C.Cl>C1(C)C=CC=CC=1>[Br:1][C:2]1[CH:3]=[C:4]([CH:21]=[CH:22][C:23]=1[Cl:24])[C:5]([N:7]([CH3:8])[C:9]1[CH:14]=[CH:13][CH:12]=[CH:11][C:10]=1[O:15][CH2:16][CH2:17][CH2:18][C:19]1[NH:27][N:26]=[N:25][N:20]=1)=[O:6]. Reported procedure: A mixture of 3-bromo-4-chloro-N-[2-(3-cyano-propoxy)-phenyl]-N-methyl-benzamide (2.0 g, 4.9 mmol), azidotributyltin (4.03 mL, 14.7 mmol) and triethylaluminum (7.74 mL, 14.7 mmol, 25% in toluene) in toluene (25 mL) was heated at 80° C. for 5 hrs. The mixture was allowed to cool to room temperature and was acidified with 1N HCl. The mixture was extracted with DCM. The organic layer was washed with water and brine, and was dried. The filtrate was concentrated in vacuo and the residue purified by si... The reactants are C(C1=CC=CC=C1)[C@H]1N(C(OC1)=O)C(CC(C)C)=O (4(R)-benzyl-3-isovaleroyl-oxazolidin-2-one), COC1=C(C=C(CBr)C=C1)OCCCOC (4-methoxy-3-(3-methoxypropyloxy)-benzyl bromide), [Cl-].[NH4+] (ammonium chloride), C[Si]([N-][Si](C)(C)C)(C)C.[Li+] (lithium hexamethyldisilazide). Run in O1CCCC1 (tetrahydrofuran), O1CCCC1 (tetrahydrofuran), O1CCCC1 (tetrahydrofuran). Reaction conditions: temperature -70 celsius, time 2 hour. Yields the product C(C1=CC=CC=C1)[C@H]1N(C(OC1)=O)C([C@H](CC1=CC(=C(C=C1)OC)OCCCOC)C(C)C)=O (4(R)-Benzyl-3-{2(R)-isopropyl-3-[4-methoxy-3-(3-methoxypropyloxy)-phenyl]-propionyl}-oxazolidin-2-one). As a reaction SMILES: C[Si](C)(C)[N-][Si](C)(C)C.[Li+].[CH2:11]([C@@H:18]1[CH2:22][O:21][C:20](=[O:23])[N:19]1[C:24](=[O:29])[CH2:25][CH:26]([CH3:28])[CH3:27])[C:12]1[CH:17]=[CH:16][CH:15]=[CH:14][CH:13]=1.[CH3:30][O:31][C:32]1[CH:39]=[CH:38][C:35]([CH2:36]Br)=[CH:34][C:33]=1[O:40][CH2:41][CH2:42][CH2:43][O:44][CH3:45].[Cl-].[NH4+]>O1CCCC1>[CH2:11]([C@@H:18]1[CH2:22][O:21][C:20](=[O:23])[N:19]1[C:24](=[O:29])[C@@H:25]([CH:26]([CH3:27])[CH3:28])[CH2:36][C:35]1[CH:38]=[CH:39][C:32]([O:31][CH3:30])=[C:33]([O:40][CH2:41][CH2:42][CH2:43][O:44][CH3:45])[CH:34]=1)[C:12]1[CH:13]=[CH:14][CH:15]=[CH:16][CH:17]=1 |f:0.1,4.5|. Procedure: 600 ml of tetrahydrofuran are added to a solution of 600 ml of 1M lithium hexamethyldisilazide and the mixture is stirred at -70° C. Then a solution of 156.6 g of 4(R)-benzyl-3-isovaleroyl-oxazolidin-2-one in 500 ml of tetrahydrofuran is added dropwise and the reaction mixture is stirred for a further 75 minutes at -70° C. Then a solution of 145 g of 4-methoxy-3-(3-methoxypropyloxy)-benzyl bromide in 500 ml of tetrahydrofuran is added dropwise. The temperature of the reaction mixture is allowed ... The yield is 88.0%. Solvent: C1CCOC1 (THF). Yields the product ClC=1C=[N+](C=C(C1C[C@H](OC(COC(C1=CN=C(C=C1)N(C)C)=O)=O)C1=CC(=C(C=C1)OC(F)F)OCC1CC1)Cl)[O-] ((S)-3,5-dichloro-4-(2-(3-(cyclopropylmethoxy)-4-(difluoromethoxy)phenyl)-2-(2-(6-(dimethylamino)nicotinoyloxy)acetoxy)-ethyl)pyridine 1-oxide). Procedure details: A solution of (S)-3,5-dichloro-4-(2-(2-(6-chloronicotinoyloxy)acetoxy)-2-(3-(cyclopropylmethoxy)-4-(difluoromethoxy)phenyl)ethyl)pyridine 1-oxide (202 mg, 0.327 mmol) and dimethylamine (327 μl, 0.654 mmol) in dry THF (5 ml) was stirred at room temperature for 2 days. The solvent was evaporated and the residue was portioned between sat. sol. NaHCO3 and ethyl acetate; the organic phase was washed with brine, dried over Na2SO4, filtered and evaporated and the residue was triturated with iPr2O, filt... Reactants: ClC=1C=[N+](C=C(C1C[C@@H](C1=CC(=C(C=C1)OC(F)F)OCC1CC1)OC(COC(C1=CN=C(C=C1)Cl)=O)=O)Cl)[O-] ((S)-3,5-dichloro-4-(2-(2-(6-chloronicotinoyloxy)acetoxy)-2-(3-(cyclopropylmethoxy)-4-(difluoromethoxy)phenyl)ethyl)pyridine 1-oxide), CNC (dimethylamine). As a reaction SMILES: [Cl:1][C:2]1[CH:3]=[N+:4]([O-:40])[CH:5]=[C:6]([Cl:39])[C:7]=1[CH2:8][C@H:9]([O:25][C:26](=[O:38])[CH2:27][O:28][C:29](=[O:37])[C:30]1[CH:35]=[CH:34][C:33](Cl)=[N:32][CH:31]=1)[C:10]1[CH:15]=[CH:14][C:13]([O:16][CH:17]([F:19])[F:18])=[C:12]([O:20][CH2:21][CH:22]2[CH2:24][CH2:23]2)[CH:11]=1.[CH3:41][NH:42][CH3:43]>C1COCC1>[Cl:1][C:2]1[CH:3]=[N+:4]([O-:40])[CH:5]=[C:6]([Cl:39])[C:7]=1[CH2:8][C@@H:9]([C:10]1[CH:15]=[CH:14][C:13]([O:16][CH:17]([F:18])[F:19])=[C:12]([O:20][CH2:21][CH:22]2[CH2:24][CH2:23]2)[CH:11]=1)[O:25][C:26](=[O:38])[CH2:27][O:28][C:29](=[O:37])[C:30]1[CH:35]=[CH:34][C:33]([N:42]([CH3:43])[CH3:41])=[N:32][CH:31]=1. Reactants: NC1=C(C(=O)O)C=CC=C1F (2-amino-3-fluorobenzoic acid), CN (methylamine), C1(CCCC1)N1CCC(CC1)OC1=CC(=C(C=O)C=C1)OC (4-[(1-cyclopentylpiperidin-4-yl)oxy]-2-methoxybenzaldehyde). Yields the product C1(CCCC1)N1CCC(CC1)OC1=CC=C(C=C1)C1=NC2=C(C=CC=C2C(N1C)=O)F (2-{4-[(1-Cyclopentylpiperidin-4-yl)oxy]phenyl}-8-fluoro-3-methylquinazolin-4(3H)-one). Reaction SMILES: [NH2:1][C:2]1[C:10]([F:11])=[CH:9][CH:8]=[CH:7][C:3]=1[C:4]([OH:6])=O.[CH3:12][NH2:13].[CH:14]1([N:19]2[CH2:24][CH2:23][CH:22]([O:25][C:26]3[CH:33]=[CH:32][C:29]([CH:30]=O)=[C:28](OC)[CH:27]=3)[CH2:21][CH2:20]2)[CH2:18][CH2:17][CH2:16][CH2:15]1>>[CH:14]1([N:19]2[CH2:24][CH2:23][CH:22]([O:25][C:26]3[CH:33]=[CH:32][C:29]([C:30]4[N:13]([CH3:12])[C:4](=[O:6])[C:3]5[C:2](=[C:10]([F:11])[CH:9]=[CH:8][CH:7]=5)[N:1]=4)=[CH:28][CH:27]=3)[CH2:21][CH2:20]2)[CH2:18][CH2:17][CH2:16][CH2:15]1. Reported procedure: The entitled compound was obtained according to the method of Example 15 but starting from 2-amino-3-fluorobenzoic acid, methylamine and 4-[(1-cyclopentylpiperidin-4-yl)oxy]-2-methoxybenzaldehyde. The reactants are C1CCOC1, CC(C)N=C(NC(C)C)OC(C)(C)C, O=C(O)c1ccc2[nH]ccc2c1. Product: CC(C)(C)OC(=O)c1ccc2[nH]ccc2c1. RXN SMILES: [CH2:27]1[O:28][CH2:29][CH2:30][CH2:31]1.[CH:13]([NH:14][C:15](=[N:16][CH:17]([CH3:18])[CH3:23])[O:24][C:19]([CH3:20])([CH3:21])[CH3:22])([CH3:25])[CH3:26].[nH:1]1[cH:2][cH:3][c:4]2[cH:5][c:6]([C:10](=[O:11])[OH:12])[cH:7][cH:8][c:9]12>>[nH:1]1[cH:2][cH:3][c:4]2[cH:5][c:6]([C:10](=[O:11])[O:12][C:19]([CH3:20])([CH3:21])[CH3:22])[cH:7][cH:8][c:9]12.